Dataset: the Open Reaction Database (ORD), a public repository of structured organic reaction records. Task: describe an organic reaction: reactants, conditions, products, and yield Starting materials: CC=1C=C(CN)C=CC1 (3-methylbenzylamine), C1(COCC(=O)O1)=O (diglycolic anhydride), O (water). Solvent: O1CCOCC1 (dioxane). Conditions: time 60 minute. The product is CC=1C=C(CNC(COCC(=O)O)=O)C=CC1 (N-(3-methylbenzyl)-diglycolic acid, monoamide). RXN SMILES: [CH3:1][C:2]1[CH:3]=[C:4]([CH:7]=[CH:8][CH:9]=1)[CH2:5][NH2:6].[C:10]1(=[O:17])[O:16][C:14](=[O:15])[CH2:13][O:12][CH2:11]1.O>O1CCOCC1>[CH3:1][C:2]1[CH:3]=[C:4]([CH:7]=[CH:8][CH:9]=1)[CH2:5][NH:6][C:14](=[O:15])[CH2:13][O:12][CH2:11][C:10]([OH:17])=[O:16]. Procedure details: N-(3-methylbenzyl)-diglycolic acid, monoamide was prepared as follows: 2.4 g (0.02 moles) of 3-methylbenzylamine (Aldrich Chemical) was added to 3.0 g (0.026 mole) of diglycolic anhydride (Aldrich) dissolved in 15 mL dioxane. The solution was warmed, with stirring, at 70°-80° C. for 60 min. After cooling slightly, water was added to near the cloud point. After standing 60 minutes at room temperature, the crystals were filtered by suction, washed with water, and air dried. Recrystallized from wat... Reactants: BrC1=CC=2C(=NC=C(C2O)C(=O)O)S1 (2-bromo-4-hydroxythieno[2,3-b]pyridine-5-carboxylic acid), aqueous solution, [OH-].[K+] (potassium hydroxide), S(=O)(=O)(OC)OC (dimethyl sulfate). Yields the product BrC1=CC2=C(N(C=C(C2=O)C(=O)O)C)S1 (2-bromo-4,7-dihydro-7-methyl-4-oxothieno[2,3-b]pyridine-5-carboxylic acid). As a reaction SMILES: [Br:1][C:2]1[S:14][C:5]2=[N:6][CH:7]=[C:8]([C:11]([OH:13])=[O:12])[C:9]([OH:10])=[C:4]2[CH:3]=1.[OH-].[K+].S(OC)(O[CH3:21])(=O)=O>>[Br:1][C:2]1[S:14][C:5]2[N:6]([CH3:21])[CH:7]=[C:8]([C:11]([OH:13])=[O:12])[C:9](=[O:10])[C:4]=2[CH:3]=1 |f:1.2|. Procedure: To a solution of 0.274 part of 2-bromo-4-hydroxythieno[2,3-b]pyridine-5-carboxylic acid in 3 parts by volume of a 2N aqueous solution of potassium hydroxide is added 0.24 part by volume of dimethyl sulfate. Treatment of the mixture in the manner described in Example 20 gives 2-bromo-4,7-dihydro-7-methyl-4-oxothieno[2,3-b]pyridine-5-carboxylic acid as crystals. Recrystallization from dimethylformamide-water gives colorless needles melting at 288°-290°C.